The task is: describe an organic reaction: reactants, conditions, products, and yield. This data is from the Open Reaction Database (ORD), a public repository of structured organic reaction records. As a reaction SMILES: [CH3:1][O:2][c:3]1[c:4]([CH2:14][CH2:15][C:16](=[CH:17][CH2:18][OH:19])[CH3:20])[c:5]([CH3:13])[c:6]([O:11][CH3:12])[c:7]([CH3:10])[c:8]1[CH3:9].[CH3:22][C:23](=[O:24])[O:25][C:26](=[O:27])[CH3:28].[ClH:21].[cH:29]1[cH:30][cH:31][n:32][cH:33][cH:34]1>>[CH3:1][O:2][c:3]1[c:4]([CH2:14][CH2:15][C:16](=[CH:17][CH2:18][O:19][C:23]([CH3:22])=[O:24])[CH3:20])[c:5]([CH3:13])[c:6]([O:11][CH3:12])[c:7]([CH3:10])[c:8]1[CH3:9]. Reactants: COc1c(C)c(C)c(OC)c(CCC(C)=CCO)c1C, CC(=O)OC(C)=O, Cl, c1ccncc1. Product: COc1c(C)c(C)c(OC)c(CCC(C)=CCOC(C)=O)c1C. Reactants: Cl (HCl), C(=O)C1=CC=C(S1)C=1SC(=CC1)C=1SC=CC1 (5-formyl-2,2':5',2"-terthiophene), C(CC(=O)O)(=O)O (malonic acid), N1CCCCC1 (piperidine). The solvent is O (water), N1=CC=CC=C1 (pyridine). Yields the product C(=O)(O)C(=CC1=CC=C(S1)C=1SC(=CC1)C=1SC=CC1)C(=O)O (5-(2,2-dicarboxyethenyl)-2,2':5',2"-terthiophene). The yield is 83.9%. As a reaction SMILES: [CH:1]([C:3]1[S:7][C:6]([C:8]2[S:9][C:10]([C:13]3[S:14][CH:15]=[CH:16][CH:17]=3)=[CH:11][CH:12]=2)=[CH:5][CH:4]=1)=O.[C:18]([OH:24])(=[O:23])[CH2:19][C:20]([OH:22])=[O:21].N1CCCCC1.Cl>O.N1C=CC=CC=1>[C:20]([C:19]([C:18]([OH:24])=[O:23])=[CH:1][C:3]1[S:7][C:6]([C:8]2[S:9][C:10]([C:13]3[S:14][CH:15]=[CH:16][CH:17]=3)=[CH:11][CH:12]=2)=[CH:5][CH:4]=1)([OH:22])=[O:21]. Procedure details: 1.30 g of 5-formyl-2,2':5',2"-terthiophene, 1.04 g of malonic acid, 20 ml of pyridine and 0.1 ml of piperidine were heated at 50°-60° C. for 2 hours. 100 ml of water was added after reaction was completed. The mixture was acidified by diluted HCl and the precipitate collected was recrystallized from ethanol to give reddish crystal (1.43 g). The melting point thereof was 202°-203° C. The yield was 84%. Reactants: Cc1cnc(CN)cn1, CCN=C=NCCCN(C)C, CC#N, Cc1ccc(-c2cc(C(=O)O)cc(-n3ncnc3C(C)C)c2)nc1, On1nnc2ccccc21. Yields the product Cc1ccc(-c2cc(C(=O)NCc3cnc(C)cn3)cc(-n3ncnc3C(C)C)c2)nc1. As a reaction SMILES: [CH3:25][c:26]1[n:27][cH:28][c:29]([CH2:32][NH2:33])[n:30][cH:31]1.[CH3:34][CH2:35][N:36]=[C:37]=[N:38][CH2:39][CH2:40][CH2:41][N:42]([CH3:43])[CH3:44].[CH3:55][C:56]#[N:57].[CH:1]([CH3:2])([CH3:3])[c:4]1[n:5][cH:6][n:7][n:8]1-[c:9]1[cH:10][c:11]([C:12](=[O:13])[OH:14])[cH:15][c:16](-[c:18]2[n:19][cH:20][c:21]([CH3:24])[cH:22][cH:23]2)[cH:17]1.[OH:45][n:46]1[c:47]2[c:48]([cH:49][cH:50][cH:51][cH:52]2)[n:53][n:54]1>>[CH:1]([CH3:2])([CH3:3])[c:4]1[n:5][cH:6][n:7][n:8]1-[c:9]1[cH:10][c:11]([C:12](=[O:13])[NH:33][CH2:32][c:29]2[cH:28][n:27][c:26]([CH3:25])[cH:31][n:30]2)[cH:15][c:16](-[c:18]2[n:19][cH:20][c:21]([CH3:24])[cH:22][cH:23]2)[cH:17]1. The reactants are ClCCl, Cc1cc(-c2nc3ccccc3n2C)cc2c1nc(C1CC1)n2Cc1ccc(-c2ccccc2C(=O)OC(C)(C)C)cc1, O=C(O)C(F)(F)F. The product is Cc1cc(-c2nc3ccccc3n2C)cc2c1nc(C1CC1)n2Cc1ccc(-c2ccccc2C(=O)O)cc1. Reaction SMILES: [CH2:51]([Cl:52])[Cl:53].[CH:1]1([c:4]2[n:5][c:6]3[c:7]([n:8]2[CH2:9][c:10]2[cH:11][cH:12][c:13](-[c:16]4[c:17]([C:22](=[O:23])[O:24][C:25]([CH3:26])([CH3:27])[CH3:28])[cH:18][cH:19][cH:20][cH:21]4)[cH:14][cH:15]2)[cH:29][c:30](-[c:34]2[n:35][c:36]4[c:37]([n:38]2[CH3:39])[cH:40][cH:41][cH:42][cH:43]4)[cH:31][c:32]3[CH3:33])[CH2:2][CH2:3]1.[OH:44][C:45]([C:46]([F:47])([F:48])[F:49])=[O:50]>>[CH:1]1([c:4]2[n:5][c:6]3[c:7]([n:8]2[CH2:9][c:10]2[cH:11][cH:12][c:13](-[c:16]4[c:17]([C:22](=[O:23])[OH:24])[cH:18][cH:19][cH:20][cH:21]4)[cH:14][cH:15]2)[cH:29][c:30](-[c:34]2[n:35][c:36]4[c:37]([n:38]2[CH3:39])[cH:40][cH:41][cH:42][cH:43]4)[cH:31][c:32]3[CH3:33])[CH2:2][CH2:3]1. Reactants: CCCn1ccnc1C=O, CCOC(=O)C1CC2(CCN(CC(C)C)CC2)CN1Cc1ccc(CNCc2ncc[nH]2)cc1. Yields the product CCCn1ccnc1CN(Cc1ccc(CN2CC3(CCN(CC(C)C)CC3)CC2C(=O)OCC)cc1)Cc1ncc[nH]1. Reaction SMILES: [CH2:35]([CH2:36][CH3:37])[n:38]1[c:39]([CH:43]=[O:44])[n:40][cH:41][cH:42]1.[nH:1]1[c:2]([CH2:6][NH:7][CH2:8][c:9]2[cH:10][cH:11][c:12]([CH2:13][N:14]3[CH2:15][C:16]4([CH2:17][CH:18]3[C:19](=[O:20])[O:21][CH2:22][CH3:23])[CH2:24][CH2:25][N:26]([CH2:29][CH:30]([CH3:31])[CH3:32])[CH2:27][CH2:28]4)[cH:33][cH:34]2)[n:3][cH:4][cH:5]1>>[nH:1]1[c:2]([CH2:6][N:7]([CH2:8][c:9]2[cH:10][cH:11][c:12]([CH2:13][N:14]3[CH2:15][C:16]4([CH2:17][CH:18]3[C:19](=[O:20])[O:21][CH2:22][CH3:23])[CH2:24][CH2:25][N:26]([CH2:29][CH:30]([CH3:31])[CH3:32])[CH2:27][CH2:28]4)[cH:33][cH:34]2)[CH2:43][c:39]2[n:38]([CH2:35][CH2:36][CH3:37])[cH:42][cH:41][n:40]2)[n:3][cH:4][cH:5]1.